This data is from the Open Reaction Database (ORD), a public repository of structured organic reaction records. The task is: describe an organic reaction: reactants, conditions, products, and yield Starting materials: C(C)(=O)O[BH-](OC(C)=O)OC(C)=O.[Na+] (sodium triacetoxyborohydride), CCN(C(C)C)C(C)C (iPr2NEt), O1CC(C1)=O (oxetan-3-one), C(=O)(C(F)(F)F)O (TFA), FC(N1C=NC2=C1C(=NC(=C2)C2=CC(=C(C=C2)N2CCNCC2)OC)O[C@H](C)[C@@H]2CC(NC2)=O)F ((R)-4-((R)-1-((3-(difluoromethyl)-6-(3-methoxy-4-(piperazin-1-yl)phenyl)-3H-imidazo[4,5-c]pyridin-4-yl)oxy)ethyl)pyrrolidin-2-one), 3.67. Run in O (water), C(=O)([O-])[O-].[Na+].[Na+] (Na2CO3), CCOC(=O)C (EtOAc), C1CCOC1 (THF). Reaction conditions: temperature 52.5 celsius, time 18 hour. Yields the product FC(N1C=NC2=C1C(=NC(=C2)C2=CC(=C(C=C2)N2CCN(CC2)C2COC2)OC)O[C@H](C)[C@@H]2CC(NC2)=O)F ((R)-4-((R)-1-((3-(difluoromethyl)-6-(3-methoxy-4-(4-(oxetan-3-yl)piperazin-1-yl)phenyl)-3H-imidazo[4,5-c]pyridin-4-yl)oxy)ethyl)pyrrolidin-2-one). As a reaction SMILES: C(O)(C(F)(F)F)=O.[F:8][CH:9]([F:42])[N:10]1[C:14]2[C:15]([O:33][C@@H:34]([C@H:36]3[CH2:40][NH:39][C:38](=[O:41])[CH2:37]3)[CH3:35])=[N:16][C:17]([C:19]3[CH:24]=[CH:23][C:22]([N:25]4[CH2:30][CH2:29][NH:28][CH2:27][CH2:26]4)=[C:21]([O:31][CH3:32])[CH:20]=3)=[CH:18][C:13]=2[N:12]=[CH:11]1.CCN(C(C)C)C(C)C.[O:52]1[CH2:55][C:54](=O)[CH2:53]1.C(O[BH-](OC(=O)C)OC(=O)C)(=O)C.[Na+]>C1COCC1.O.C([O-])([O-])=O.[Na+].[Na+].CCOC(C)=O>[F:42][CH:9]([F:8])[N:10]1[C:14]2[C:15]([O:33][C@@H:34]([C@H:36]3[CH2:40][NH:39][C:38](=[O:41])[CH2:37]3)[CH3:35])=[N:16][C:17]([C:19]3[CH:24]=[CH:23][C:22]([N:25]4[CH2:30][CH2:29][N:28]([CH:54]5[CH2:55][O:52][CH2:53]5)[CH2:27][CH2:26]4)=[C:21]([O:31][CH3:32])[CH:20]=3)=[CH:18][C:13]=2[N:12]=[CH:11]1 |f:4.5,8.9.10|. Procedure: The crude TFA salt of (R)-4-((R)-1-((3-(difluoromethyl)-6-(3-methoxy-4-(piperazin-1-yl)phenyl)-3H-imidazo[4,5-c]pyridin-4-yl)oxy)ethyl)pyrrolidin-2-one: 3.67 (0.064 mmol) was dissolved in THF (1 mL) and iPr2NEt (12 μL, 0.07 mmol) was added followed by oxetan-3-one (18 μL, 0.30 mmol) and sodium triacetoxyborohydride (61 mg, 0.29 mmol). The reaction mixture was stirred at 50-55° C. for 18 h and was diluted with water, 5% (w/v) aqueous Na2CO3, and EtOAc. The phases were separated, and the aqueous p... RXN SMILES: [C:1]1([P:7]([C:11]2[CH:16]=[CH:15][CH:14]=[CH:13][CH:12]=2)[O:8]CC)[CH:6]=[CH:5][CH:4]=[CH:3][CH:2]=1.[CH:17](=O)[CH2:18][CH2:19][CH3:20].[NH2:22][C:23]([NH2:25])=[O:24].C(O)(=O)C>ClC1C=CC=CC=1>[C:11]1([P:7](=[O:8])([C:1]2[CH:2]=[CH:3][CH:4]=[CH:5][CH:6]=2)[CH:17]([NH:22][C:23]([NH2:25])=[O:24])[CH2:18][CH2:19][CH3:20])[CH:12]=[CH:13][CH:14]=[CH:15][CH:16]=1. Starting materials: C(C)(=O)O (acetic acid), C(C)(=O)O (acetic acid), NC(=O)N (urea), C1(=CC=CC=C1)P(OCC)C1=CC=CC=C1 (ethyl diphenylphosphinite), C(CCC)=O (n-butyraldehyde), NC(=O)N (urea). Product: C1(=CC=CC=C1)P(C(CCC)NC(=O)N)(C1=CC=CC=C1)=O (Diphenyl(1-ureidobutyl)phosphine oxide). Run in ClC1=CC=CC=C1 (chlorobenzene). Run at temperature 110 celsius. Reported procedure: When a mixture of 0.50 mole of ethyl diphenylphosphinite 0.55 mole of n-butyraldehyde, and 0.25 mole of urea in 150 ml of chlorobenzene is warmed at 110° C. for 3 hr, there is only a slow reaction. The mixture is cooled to room temperature and 0.25 mole of acetic acid is added dropwise in ~10 minutes. The temperature increases to 65° during this addition; the urea dissolves and then a white solid product separates. The addition of another 0.25 mole of acetic acid causes no additional heat of rea...